This data is from the Open Reaction Database (ORD), a public repository of structured organic reaction records. The task is: describe an organic reaction: reactants, conditions, products, and yield Reactants: BrC1=C(SC=C1)C(=O)C1=CC(=CC=C1)OC ((3-bromothien-2-yl) (3-methoxyphenyl)methanone), Cl.ON (hydroxyamine hydrochloride). The solvent is N1=CC=CC=C1 (pyridine). Conditions: time 8 hour. The product is BrC1=C(SC=C1)C(=NO)C1=CC(=CC=C1)OC ((3-Bromothien-2-yl) (3-methoxyphenyl)methanone oxime). The yield is 87.0%. Reaction SMILES: [Br:1][C:2]1[CH:6]=[CH:5][S:4][C:3]=1[C:7]([C:9]1[CH:14]=[CH:13][CH:12]=[C:11]([O:15][CH3:16])[CH:10]=1)=O.Cl.[OH:18][NH2:19]>N1C=CC=CC=1>[Br:1][C:2]1[CH:6]=[CH:5][S:4][C:3]=1[C:7]([C:9]1[CH:14]=[CH:13][CH:12]=[C:11]([O:15][CH3:16])[CH:10]=1)=[N:19][OH:18] |f:1.2|. Reported procedure: A mixture prepared from 7 g of (3-bromothien-2-yl) (3-methoxyphenyl)methanone, 3.09 g of hydroxyamine hydrochloride and 40 ml of pyridine was stirred at room temperature overnight and thereafter heated at 100°-115° C. for 4 hours. The mixture was then quenched with water, the organics were extracted into ether, and the ether solution was washed with 3N hydrochloric acid and water and dried over anhydrous magnesium sulfate. Evaporation of the ether left a residue which crystallized upon standing ... The reactants are C1(CC1)COC=1C=C(C(=O)OCC(=O)OCC2=CC=CC=C2)C=CC1N(S(=O)(=O)C)CCN1CCN(CC1)C (2-(benzyloxy)-2-oxoethyl 3-(cyclopropylmethoxy)-4-(N-(2-(4-methylpiperazin-1-yl)ethyl)methylsulfonamido)benzoate). Reagents/catalysts: [Pd] (Pd/C). Solvent: CO (MeOH). The product is C1(CC1)COC=1C=C(C(=O)OCC(=O)O)C=CC1N(S(=O)(=O)C)CCN1CCN(CC1)C (2-(3-(cyclopropylmethoxy)-4-(N-(2-(4-methylpiperazin-1-yl)ethyl)methylsulfonamido)-benzoyloxy)acetic acid). Yield: 87.0%. RXN SMILES: [CH:1]1([CH2:4][O:5][C:6]2[CH:7]=[C:8]([CH:23]=[CH:24][C:25]=2[N:26]([CH2:31][CH2:32][N:33]2[CH2:38][CH2:37][N:36]([CH3:39])[CH2:35][CH2:34]2)[S:27]([CH3:30])(=[O:29])=[O:28])[C:9]([O:11][CH2:12][C:13]([O:15]CC2C=CC=CC=2)=[O:14])=[O:10])[CH2:3][CH2:2]1>CO.[Pd]>[CH:1]1([CH2:4][O:5][C:6]2[CH:7]=[C:8]([CH:23]=[CH:24][C:25]=2[N:26]([CH2:31][CH2:32][N:33]2[CH2:38][CH2:37][N:36]([CH3:39])[CH2:35][CH2:34]2)[S:27]([CH3:30])(=[O:28])=[O:29])[C:9]([O:11][CH2:12][C:13]([OH:15])=[O:14])=[O:10])[CH2:3][CH2:2]1. Procedure details: The mixture of 2-(benzyloxy)-2-oxoethyl 3-(cyclopropylmethoxy)-4-(N-(2-(4-methylpiperazin-1-yl)ethyl)methylsulfonamido)benzoate (370 mg, 0.661 mmol) and a catalytic amount of 10% Pd/C in MeOH (20 ml) was hydrogenated at 20 psi for 2 hours. The catalyst was filtered off and the solvent was evaporated to give 2-(3-(cyclopropylmethoxy)-4-(N-(2-(4-methylpiperazin-1-yl)ethyl)methylsulfonamido)-benzoyloxy)acetic acid (270 mg, 0.575 mmol, 87% yield, MS/ESI+ 470.0 [MH]+) that was used in the following s... The reactants are O (Water), BrC=1C=NN(C1NC(OCC(Cl)(Cl)Cl)=O)C (2,2,2-trichloroethyl (4-bromo-1-methyl-1H-pyrazol-5-yl)carbamate), C1(=CC=CC=C1)C1=NSC(=N1)N1CCNCC1 (1-(3-phenyl-1,2,4-thiadiazol-5-yl)piperazine), C(C)(C)N(CC)C(C)C (diisopropylethylamine). Run in CS(=O)C (dimethylsulfoxide). Reaction conditions: temperature 70 celsius, time 15.5 hour. Product: BrC=1C=NN(C1NC(=O)N1CCN(CC1)C1=NC(=NS1)C1=CC=CC=C1)C (N-(4-Bromo-1-methyl-1H-pyrazol-5-yl)-4-(3-phenyl-1,2,4-thiadiazol-5-yl)piperazine-1-carboxamide). Yield: 69.6%. As a reaction SMILES: [Br:1][C:2]1[CH:3]=[N:4][N:5]([CH3:16])[C:6]=1[NH:7][C:8](=[O:15])OCC(Cl)(Cl)Cl.[C:17]1([C:23]2[N:27]=[C:26]([N:28]3[CH2:33][CH2:32][NH:31][CH2:30][CH2:29]3)[S:25][N:24]=2)[CH:22]=[CH:21][CH:20]=[CH:19][CH:18]=1.C(N(C(C)C)CC)(C)C.O>CS(C)=O>[Br:1][C:2]1[CH:3]=[N:4][N:5]([CH3:16])[C:6]=1[NH:7][C:8]([N:31]1[CH2:32][CH2:33][N:28]([C:26]2[S:25][N:24]=[C:23]([C:17]3[CH:22]=[CH:21][CH:20]=[CH:19][CH:18]=3)[N:27]=2)[CH2:29][CH2:30]1)=[O:15]. Reported procedure: A mixture of 2,2,2-trichloroethyl (4-bromo-1-methyl-1H-pyrazol-5-yl)carbamate (289 mg, 0.822 mmol), 1-(3-phenyl-1,2,4-thiadiazol-5-yl)piperazine (184 mg, 0.747 mmol) and diisopropylethylamine (0.143 ml, 0.822 mmol) in dimethylsulfoxide (2.5 ml) was stirred at 70° C. for 15.5 hours. Water was poured into the reaction solution, and the mixture was extracted with ethyl acetate. The extract was washed with water and dried over anhydrous magnesium sulfate, and the solvent was distilled off under redu... Starting materials: COc1ccc(C(=O)O)cc1, Nc1ccc2cccnc2n1, O. The product is COc1ccc(C(=O)Nc2ccc3cccnc3n2)cc1. RXN SMILES: [CH3:1][O:2][c:3]1[cH:4][cH:5][c:6]([C:9]([OH:10])=[O:11])[cH:7][cH:8]1.[NH2:12][c:13]1[n:14][c:15]2[n:16][cH:17][cH:18][cH:19][c:20]2[cH:21][cH:22]1.[OH2:23]>>[CH3:1][O:2][c:3]1[cH:4][cH:5][c:6]([C:9](=[O:11])[NH:12][c:13]2[n:14][c:15]3[n:16][cH:17][cH:18][cH:19][c:20]3[cH:21][cH:22]2)[cH:7][cH:8]1. The reactants are COC(=O)N[C@H](C(=O)N1[C@@H]2CC[C@H]([C@H]1C=1NC(=CN1)C1=CC=C(C=C1)C=1C=C3C=CC4=C(NC(=N4)[C@H]4N(CCC4)C([C@H](C(C)C)NC(OC)=O)=O)C3=CC1)C2)[C@@H](C)OC (methyl (S)-1-((S)-2-(7-(4-(2-((1R,3S,4S)-2-((2S,3R)-2-methoxycarbonylamino-3-methoxybutanoyl)-2-azabicyclo[2.2.1]heptan-3-yl)-1H-imidazol-5-yl)phenyl)-1H-naphtho[1,2-d]imidazol-2-yl)pyrrolidin-1-yl)-3-methyl-1-oxobutan-2-ylcarbamate), CO[C@@H]([C@@H](C(=O)O)NC(=O)OC)C ((2S,3R)-3-methoxy-2-(methoxycarbonylamino)butanoic acid). The product is COC(=O)N[C@H](C(=O)N1[C@@H]2CC[C@H]([C@H]1C=1NC(=CN1)C1=CC=C(C=C1)C=1C=C3C=CC4=C(NC(=N4)[C@H]4N(CCC4)C([C@H](C(C)C)NC(OC)=O)=O)C3=CC1)C2)C2CCOCC2 (Methyl (S)-1-((S)-2-(7-(4-(2-((1R,3S,4S)-2-((S)-2-methoxycarbonylamino-2-(tetrahydro-2H-pyran-4-yl)acetyl)-2-azabicyclo[2.2.1]heptan-3-yl)-1H-imidazol-5-yl)phenyl)-1H-naphtho[1,2-d]imidazol-2-yl)pyrrolidin-1-yl)-3-methyl-1-oxobutan-2-ylcarbamate). As a reaction SMILES: [CH3:1][O:2][C:3]([NH:5][C@@H:6]([C@H:56](OC)[CH3:57])[C:7]([N:9]1[C@H:14]([C:15]2[NH:16][C:17]([C:20]3[CH:25]=[CH:24][C:23]([C:26]4[CH:27]=[C:28]5[C:52](=[CH:53][CH:54]=4)[C:32]4[NH:33][C:34]([C@@H:36]6[CH2:40][CH2:39][CH2:38][N:37]6[C:41](=[O:51])[C@@H:42]([NH:46][C:47](=[O:50])[O:48][CH3:49])[CH:43]([CH3:45])[CH3:44])=[N:35][C:31]=4[CH:30]=[CH:29]5)=[CH:22][CH:21]=3)=[CH:18][N:19]=2)[C@@H:13]2[CH2:55][C@H:10]1[CH2:11][CH2:12]2)=[O:8])=[O:4].[CH3:60][O:61][C@H:62](C)[C@H:63](NC(OC)=O)C(O)=O>>[CH3:1][O:2][C:3]([NH:5][C@@H:6]([CH:56]1[CH2:57][CH2:60][O:61][CH2:62][CH2:63]1)[C:7]([N:9]1[C@H:14]([C:15]2[NH:16][C:17]([C:20]3[CH:21]=[CH:22][C:23]([C:26]4[CH:27]=[C:28]5[C:52](=[CH:53][CH:54]=4)[C:32]4[NH:33][C:34]([C@@H:36]6[CH2:40][CH2:39][CH2:38][N:37]6[C:41](=[O:51])[C@@H:42]([NH:46][C:47](=[O:50])[O:48][CH3:49])[CH:43]([CH3:44])[CH3:45])=[N:35][C:31]=4[CH:30]=[CH:29]5)=[CH:24][CH:25]=3)=[CH:18][N:19]=2)[C@@H:13]2[CH2:55][C@H:10]1[CH2:11][CH2:12]2)=[O:8])=[O:4]. Procedure: Title compound was prepared by methods analogous to those described for methyl (S)-1-((S)-2-(7-(4-(2-((1R,3S,4S)-2-((2S,3R)-2-methoxycarbonylamino-3-methoxybutanoyl)-2-azabicyclo[2.2.1]heptan-3-yl)-1H-imidazol-5-yl)phenyl)-1H-naphtho[1,2-d]imidazol-2-yl)pyrrolidin-1-yl)-3-methyl-1-oxobutan-2-ylcarbamate, substituting (S)-2-(methoxycarbonylamino)-2-(tetrahydro-2H-pyran-4-yl)acetic acid for (2S,3R)-3-methoxy-2-(methoxycarbonylamino)butanoic acid. (ESI) m/z 831 [M+H]+. The reactants are COc1cc(-c2cocn2)cc(OC)c1Br, C1CCOC1, CC(C)[N-]C(C)C, COC(C(=O)N(C)OC)c1ccc(N2CCOCC2)cc1, [Li+]. Yields the product COc1cc(-c2coc(C(=O)C(OC)c3ccc(N4CCOCC4)cc3)n2)cc(OC)c1Br. As a reaction SMILES: [Br:1][c:2]1[c:3]([O:15][CH3:16])[cH:4][c:5](-[c:10]2[n:11][cH:12][o:13][cH:14]2)[cH:6][c:7]1[O:8][CH3:9].[CH2:46]1[O:47][CH2:48][CH2:49][CH2:50]1.[CH3:18][CH:19]([N-:20][CH:21]([CH3:22])[CH3:23])[CH3:24].[CH3:25][O:26][N:27]([C:28]([CH:29]([c:30]1[cH:31][cH:32][c:33]([N:36]2[CH2:37][CH2:38][O:39][CH2:40][CH2:41]2)[cH:34][cH:35]1)[O:42][CH3:43])=[O:44])[CH3:45].[Li+:17]>>[Br:1][c:2]1[c:3]([O:15][CH3:16])[cH:4][c:5](-[c:10]2[n:11][c:12]([C:28]([CH:29]([c:30]3[cH:31][cH:32][c:33]([N:36]4[CH2:37][CH2:38][O:39][CH2:40][CH2:41]4)[cH:34][cH:35]3)[O:42][CH3:43])=[O:44])[o:13][cH:14]2)[cH:6][c:7]1[O:8][CH3:9]. Reactants: FC1=C(C=C(C(=C1)OC1=CC(=NC=C1)NC(=O)N1CC(C1)O)F)NC(=O)CC1(CC1)CC(=O)NC1=CC=C(C=C1)F (N-{2,5-Difluoro-4-[(2-{[(3-hydroxyazetidin-1-yl)carbonyl]amino}pyridin-4-yl)oxy]phenyl}-N′-(4-fluorophenyl)cyclopropane-1,1-dicarboxyamide), Br (hydrobromic acid). Run in C(C)O (ethanol). Reaction conditions: time 23 hour. Yields the product Br.FC1=C(C=C(C(=C1)OC1=CC(=NC=C1)NC(=O)N1CC(C1)O)F)NC(=O)CC1(CC1)CC(=O)NC1=CC=C(C=C1)F (N-{2,5-Difluoro-4-[(2-{[(3-hydroxyazetidin-1-yl)carbonyl]amino}pyridin-4-yl)oxy]phenyl}-N′-(4-fluorophenyl)cyclopropane-1,1-dicarboxyamide hydrobromide). Isolated yield 82.0%. As a reaction SMILES: [F:1][C:2]1[CH:7]=[C:6]([O:8][C:9]2[CH:14]=[CH:13][N:12]=[C:11]([NH:15][C:16]([N:18]3[CH2:21][CH:20]([OH:22])[CH2:19]3)=[O:17])[CH:10]=2)[C:5]([F:23])=[CH:4][C:3]=1[NH:24][C:25]([CH2:27][C:28]1([CH2:31][C:32]([NH:34][C:35]2[CH:40]=[CH:39][C:38]([F:41])=[CH:37][CH:36]=2)=[O:33])[CH2:30][CH2:29]1)=[O:26].[BrH:42]>C(O)C>[BrH:42].[F:1][C:2]1[CH:7]=[C:6]([O:8][C:9]2[CH:14]=[CH:13][N:12]=[C:11]([NH:15][C:16]([N:18]3[CH2:19][CH:20]([OH:22])[CH2:21]3)=[O:17])[CH:10]=2)[C:5]([F:23])=[CH:4][C:3]=1[NH:24][C:25]([CH2:27][C:28]1([CH2:31][C:32]([NH:34][C:35]2[CH:36]=[CH:37][C:38]([F:41])=[CH:39][CH:40]=2)=[O:33])[CH2:30][CH2:29]1)=[O:26] |f:3.4|. Procedure details: N-{2,5-Difluoro-4-[(2-{[(3-hydroxyazetidin-1-yl)carbonyl]amino}pyridin-4-yl)oxy]phenyl}-N′-(4-fluorophenyl)cyclopropane-1,1-dicarboxyamide (32.5 mg) was suspended in ethanol (0.325 ml). After adding 48% aqueous hydrobromic acid (0.010 ml) at room temperature to form a solution, it was stirred at room temperature, for 23 hours. The precipitate was collected by filtration and washed with ethanol (0.163 ml, twice). It was then dried under aeration at room temperature for 1 hour and then dried with ... Reactants: COC(C=C)=O (methylacrylate), solution, [OH-].[Na+] (sodium hydroxide), COC1=C(C=CC=C1)S (2-methoxybenzenethiol). Run in CO (methanol), CO (methanol), C(C)OCC (diethyl ether). Conditions: temperature 0 celsius, time 8 hour. The product is COC1=C(C=CC=C1)SCCC(=O)O (2-(2-methoxyphenylthio) ethanecarboxylic acid). The yield is 83.0%. RXN SMILES: [OH-].[Na+].[CH3:3][O:4][C:5]1[CH:10]=[CH:9][CH:8]=[CH:7][C:6]=1[SH:11].C[O:13][C:14](=[O:17])[CH:15]=[CH2:16]>CO.C(OCC)C>[CH3:3][O:4][C:5]1[CH:10]=[CH:9][CH:8]=[CH:7][C:6]=1[S:11][CH2:16][CH2:15][C:14]([OH:17])=[O:13] |f:0.1|. Reported procedure: 1.5 ml of a solution of 1N sodium hydroxide in methanol are added to a solution of 20.2 g of 2-methoxybenzenethiol in 20 ml of methanol and 20 ml of diethyl ether followed by cooling to 0° C. 13.9 ml of methylacrylate was then dropwise added to this solution. After completion of dropping, the reaction mixture was warmed to room temperature and stirred overnight. After concentrating the reaction mixture by a rotary evaporator, 8.7 g of sodium hydroxide, 100 ml of water and 35 ml of methanol was a... Reactants: resultant solution, COC(=O)C=1SC=CC1N(C1CCN(CC1)C)C(=O)[C@@H]1CC[C@H](CC1)C (3-[(trans-4-methyl-cyclohexanecarbonyl)-(1-methyl-piperidin-4-yl)-amino]-thiophene-2-carboxylic acid methyl ester), II (Iodine), C(C)(C)NC(C)C (diisopropyl amine), C(CCC)[Mg]Cl (n-BuMgCl). The solvent is C1CCOC1 (THF), C1CCOC1 (THF), C1CCOC1 (THF). Reaction conditions: time 24 hour. Yields the product COC(=O)C=1SC(=CC1N(C1CCN(CC1)C)C(=O)[C@@H]1CC[C@H](CC1)C)I (5-iodo-3-[(trans-4-methyl-cyclohexanecarbonyl)-(1-methyl-piperidin-4-yl)-amino]-thiophene-2-carboxylic acid methyl ester). Isolated yield 99.1%. As a reaction SMILES: C(NC(C)C)(C)C.C([Mg]Cl)CCC.[CH3:14][O:15][C:16]([C:18]1[S:19][CH:20]=[CH:21][C:22]=1[N:23]([C:31]([C@H:33]1[CH2:38][CH2:37][C@H:36]([CH3:39])[CH2:35][CH2:34]1)=[O:32])[CH:24]1[CH2:29][CH2:28][N:27]([CH3:30])[CH2:26][CH2:25]1)=[O:17].[I:40]I>C1COCC1>[CH3:14][O:15][C:16]([C:18]1[S:19][C:20]([I:40])=[CH:21][C:22]=1[N:23]([C:31]([C@H:33]1[CH2:34][CH2:35][C@H:36]([CH3:39])[CH2:37][CH2:38]1)=[O:32])[CH:24]1[CH2:25][CH2:26][N:27]([CH3:30])[CH2:28][CH2:29]1)=[O:17]. Procedure details: To a stirred solution of diisopropyl amine (0.3 mL, 2.14 mmol) in THF (10 mL) was added n-BuMgCl (2.0 M in ether, 1.0 mL, 2.0 mol), stirred for 24 h. To the resultant solution was added drop wise a solution of 3-[(trans-4-methyl-cyclohexanecarbonyl)-(1-methyl-piperidin-4-yl)-amino]-thiophene-2-carboxylic acid methyl ester (0.189 g, 0.5 mmol) in THF (2.0 mL), stirred for 1 h at room temperature. It was then added a solution of Iodine (1.28 g, 5.0 mmol) in THF (2.0 mL), stirred for 1 h. Reaction m... Starting materials: C(C)(=O)O[BH-](OC(C)=O)OC(C)=O.[Na+] (Sodium triacetoxyborohydride), CN(C(C1=CC=C(C=C1)N1N=C2CCNCCC2=C1)=O)C (N,N-dimethyl-4-(5,6,7,8-tetrahydropyrazolo[3,4-d]azepin-2(4H)-yl)benzamide), CC(C=O)C (2-methylpropanal). The reagents and catalysts are C(C)(=O)O (acetic acid). Run in CO (methanol), ClCCl (dichloromethane). Product: CN(C(C1=CC=C(C=C1)N1N=C2CCN(CCC2=C1)CC(C)C)=O)C (N,N-Dimethyl-4-[6-(2-methylpropyl)-5,6,7,8-tetrahydropyrazolo[3,4-d]azepin-2(4H)-yl]benzamide). RXN SMILES: [CH3:1][N:2]([CH3:21])[C:3](=[O:20])[C:4]1[CH:9]=[CH:8][C:7]([N:10]2[CH:19]=[C:18]3[C:12]([CH2:13][CH2:14][NH:15][CH2:16][CH2:17]3)=[N:11]2)=[CH:6][CH:5]=1.[CH3:22][CH:23]([CH3:26])[CH:24]=O.C(O[BH-](OC(=O)C)OC(=O)C)(=O)C.[Na+]>ClCCl.C(O)(=O)C.CO>[CH3:1][N:2]([CH3:21])[C:3](=[O:20])[C:4]1[CH:9]=[CH:8][C:7]([N:10]2[CH:19]=[C:18]3[C:12]([CH2:13][CH2:14][N:15]([CH2:22][CH:23]([CH3:26])[CH3:24])[CH2:16][CH2:17]3)=[N:11]2)=[CH:6][CH:5]=1 |f:2.3|. Procedure details: A solution of N,N-dimethyl-4-(5,6,7,8-tetrahydropyrazolo[3,4-d]azepin-2(4H)-yl)benzamide (24.0 mg, 0.085 mmol) (may be prepared as described in Description 42) in dichloromethane (2 ml) was treated with 2-methylpropanal (16.0 μl, 0.17 mmol) and acetic acid (1 drop) and stirred at room temperature. Sodium triacetoxyborohydride (36.0 mg, 0.17 mmol) was added and the mixture was stirred at room temperature for approximately 50 hours. The mixture was diluted with methanol and passed down a SCX cartr...